From a dataset of the Open Reaction Database (ORD), a public repository of structured organic reaction records. describe an organic reaction: reactants, conditions, products, and yield Starting materials: BrC1=CC=C(C=C1)[C@H](NS(=O)C(C)(C)C)C=1N=NN(C1)C[Si](C)(C)C (N-((S)-(4-bromophenyl){1-[(trimethylsilyl)-methyl]-1H-1,2,3-triazol-4-yl}methyl)-2-methylpropane-2-sulfinamide), solution, CCCC[N+](CCCC)(CCCC)CCCC.[F-] (TBAF). Solvent: C1CCOC1 (THF). Conditions: time 30 minute. Yields the product BrC1=CC=C(C=C1)[C@H](NS(=O)C(C)(C)C)C=1N=NN(C1)C (N-[(S)-(4-bromophenyl)(1-methyl-1H-1,2,3-triazol-4-yl)methyl]-2-methylpropane-2-sulfinamide). Yield: 93.7%. Reaction SMILES: [Br:1][C:2]1[CH:7]=[CH:6][C:5]([C@@H:8]([C:16]2[N:17]=[N:18][N:19]([CH2:21][Si](C)(C)C)[CH:20]=2)[NH:9][S:10]([C:12]([CH3:15])([CH3:14])[CH3:13])=[O:11])=[CH:4][CH:3]=1.CCCC[N+](CCCC)(CCCC)CCCC.[F-]>C1COCC1>[Br:1][C:2]1[CH:7]=[CH:6][C:5]([C@@H:8]([C:16]2[N:17]=[N:18][N:19]([CH3:21])[CH:20]=2)[NH:9][S:10]([C:12]([CH3:15])([CH3:14])[CH3:13])=[O:11])=[CH:4][CH:3]=1 |f:1.2|. Procedure: To a solution of 1.0 g (2.3 mmol) N-((S)-(4-bromophenyl){1-[(trimethylsilyl)-methyl]-1H-1,2,3-triazol-4-yl}methyl)-2-methylpropane-2-sulfinamide in 5.0 ml THF was added 2.5 mL (2.5 mmol) 1.0M solution TBAF. After 30 min at room temperature, the reaction mixture was concentrated in vacuo. Purification by flash chromatography (silica gel, linear gradient 0-10% MeOH:Methylene chloride) afforded 0.80 g (95%) N-[(S)-(4-bromophenyl)(1-methyl-1H-1,2,3-triazol-4-yl)methyl]-2-methylpropane-2-sulfinamide.... Starting materials: [OH-].[Na+] (NaOH), NC=1SC=C(N1)[C@H](CC1=CC=C(C=C1)C=1N=NNN1)NC(=O)C1=CC2=C(N(C(=N2)C2=COC=C2)C2CCCCC2)C=C1 (1-Cyclohexyl-2-furan-3-yl-1H-benzimidazole-5-carboxylic acid {(S)-1-(2-amino-thiazol-4-yl)-2-[4-(2H-tetrazol-5-yl)-phenyl]-ethyl}-amide), C1CCOC1 (THF), CCN(C(C)C)C(C)C (DIEA), C1(=CC=CC=C1)C(Cl)(C1=CC=CC=C1)C1=CC=CC=C1 (triphenylchloromethane), Cl (HCl). Run at time 1 hour. Product: N1N=NN=C1C1=CC=C(C[C@H](N)C(=O)O)C=C1 (4-tetrazolyl-L-phenylalanine). Reaction SMILES: NC1SC=[C:5]([C@@H:7]([NH:20]C(C2C=CC3N(C4CCCCC4)C(C4C=COC=4)=NC=3C=2)=O)[CH2:8][C:9]2[CH:14]=[CH:13][C:12]([C:15]3[N:16]=[N:17][NH:18][N:19]=3)=[CH:11][CH:10]=2)N=1.CCN(C(C)C)C(C)C.C1(C(C2C=CC=CC=2)(C2C=CC=CC=2)Cl)C=CC=CC=1.[OH-:72].[Na+].Cl.C1C[O:78]CC1>>[NH:16]1[C:15]([C:12]2[CH:13]=[CH:14][C:9]([CH2:8][C@@H:7]([C:5]([OH:78])=[O:72])[NH2:20])=[CH:10][CH:11]=2)=[N:19][N:18]=[N:17]1 |f:3.4|. Procedure details: The tetrazole compound from above (0.752 g, 2.16 mmol) was dissolved in THF (20 mL) and DIEA (0.75 mL, 4.3 mmol) and triphenylchloromethane (trityl chloride, 0.604 g, 2.16 mmol) were added. The reaction was stirred for 1 h at room temperature and then quenched with 1 N NaOH (13 mL, 13 mmol). After stirring overnight at room temperature, the reaction mixture was cooled in ice and acidified to pH 3-4 with 1 N HCl. The product was extracted into EtOAc (50 mL), washed with brine and the solution dri... Reactants: ice, CC1=NC=CC(=C1C(=O)O)C (2,4-dimethyl-3-pyridinecarboxylic acid), acid chloride, COC([C@@H](NC(=S)C1(CCCC1)CCCCS(=O)(=O)C)CC1=CC=C(C=C1)N)=O (4-amino-N-[[1-[4-(methylsulfonyl)butyl]cyclopentyl]thioxomethyl]-L-phenylalanine methyl ester), C(C(=O)Cl)(=O)Cl (oxalyl chloride). The reagents and catalysts are CN(C)C=O (DMF). Solvent: O (water), ClCCl (dichloromethane), ClCCl (dichloromethane), ClCCl (dichloromethane). Reaction conditions: time 30 minute. The product is COC([C@@H](NC(=S)C1(CCCC1)CCCCS(=O)(=O)C)CC1=CC=C(C=C1)NC(=O)C=1C(=NC=CC1C)C)=O (4-[[(2,4-dimethylpyridin-3-yl)carbonyl]amino]-N-[[1-[4-(methylsulfonyl)butyl]cyclopentyl]thioxomethyl]-L-phenylalanine methyl ester). The yield is 64.5%. RXN SMILES: [CH3:1][C:2]1[C:7]([C:8]([OH:10])=O)=[C:6]([CH3:11])[CH:5]=[CH:4][N:3]=1.C(Cl)(=O)C(Cl)=O.[CH3:18][O:19][C:20](=[O:46])[C@H:21]([CH2:38][C:39]1[CH:44]=[CH:43][C:42]([NH2:45])=[CH:41][CH:40]=1)[NH:22][C:23]([C:25]1([CH2:30][CH2:31][CH2:32][CH2:33][S:34]([CH3:37])(=[O:36])=[O:35])[CH2:29][CH2:28][CH2:27][CH2:26]1)=[S:24]>ClCCl.CN(C=O)C.O>[CH3:18][O:19][C:20](=[O:46])[C@H:21]([CH2:38][C:39]1[CH:44]=[CH:43][C:42]([NH:45][C:8]([C:7]2[C:2]([CH3:1])=[N:3][CH:4]=[CH:5][C:6]=2[CH3:11])=[O:10])=[CH:41][CH:40]=1)[NH:22][C:23]([C:25]1([CH2:30][CH2:31][CH2:32][CH2:33][S:34]([CH3:37])(=[O:36])=[O:35])[CH2:29][CH2:28][CH2:27][CH2:26]1)=[S:24]. Procedure details: To an ice cold solution of 2,4-dimethyl-3-pyridinecarboxylic acid (0.3 mmol, 45 mg) in dichloromethane (2 mL) containing one drop of DMF, was added oxalyl chloride (0.39 mmol, 49.5 mg) at 0° C. The reaction mixture was stirred for 30 min at this temperature, was allowed to warm to room temperature and was stirred for an additional 2 h. The solution was concentrated and the residue was dried under high vacuum. To a mixture of above acid chloride and 4-amino-N-[[1-[4-(methylsulfonyl)butyl]cyclopen... The reactants are FC1=CC=C(COC(=O)C=2C(C(=C(NC2C)C)C(=O)OC)C2=CC(=CC=C2)[N+](=O)[O-])C=C1 (2,6-dimethyl-3-methoxycarbonyl-4-(3'-nitrophenyl)-1,4-dihydropyridine-5-carboxylic acid 4-fluorobenzyl ester). The solvent is C(C)O (ethanol), C(C)O (ethanol). The product is 3'-nitrobenzylideneacetoacetic acid methyl ester, FC1=CC=C(COC(\C=C(\C)/N)=O)C=C1 (β-aminocrotonic acid 4-fluorobenzyl ester). Isolated yield 74.0%. RXN SMILES: [F:1][C:2]1[CH:32]=[CH:31][C:5]([CH2:6][O:7][C:8]([C:10]2C(C3C=CC=C([N+]([O-])=O)C=3)C(C(OC)=O)=C(C)[NH:14][C:15]=2[CH3:16])=[O:9])=[CH:4][CH:3]=1>C(O)C>[F:1][C:2]1[CH:32]=[CH:31][C:5]([CH2:6][O:7][C:8](=[O:9])/[CH:10]=[C:15](\[NH2:14])/[CH3:16])=[CH:4][CH:3]=1. Procedure details: Analogously to Example 1 heating a solution of 75 mmols of 3'-nitrobenzylideneacetoacetic acid methyl ester and 75 mmols of β-aminocrotonic acid 4-fluorobenzyl ester in 120 ml of ethanol gave 2,6-dimethyl-3-methoxycarbonyl-4-(3'-nitrophenyl)-1,4-dihydropyridine-5-carboxylic acid 4-fluorobenzyl ester of melting point 168° C (from ethanol). Starting materials: CC1=CC(=O)C(=CO1)O (Allomaltol), CN(C)C (trimethyl amine), C(C1=CC=CC=C1)(=O)Cl (Benzoyl chloride). Solvent: C1CCOC1 (THF). Run at time 5 minute. Yields the product C(C1=CC=CC=C1)(=O)OC1=COC(=CC1=O)C (6-methyl-4-oxo-4H-pyran-3-yl benzoate). Isolated yield 90.6%. As a reaction SMILES: [CH3:1][C:2]1[O:8][CH:7]=[C:6]([OH:9])[C:4](=[O:5])[CH:3]=1.CN(C)C.[C:14](Cl)(=[O:21])[C:15]1[CH:20]=[CH:19][CH:18]=[CH:17][CH:16]=1>C1COCC1>[C:14]([O:9][C:6]1[C:4](=[O:5])[CH:3]=[C:2]([CH3:1])[O:8][CH:7]=1)(=[O:21])[C:15]1[CH:20]=[CH:19][CH:18]=[CH:17][CH:16]=1. Procedure: Allomaltol (600 mg; 4.76 mmol) was weighed out into a round bottom flask (100 ml) containing a stir-bar. The contents were diluted with anhydrous THF (˜20 ml) and stirred (˜5 min) to afford a solution. Next, trimethyl amine (833 μl; 6.33 mmol; 1.33 equiv.) was added drop-wise and the contents stirred (˜5 min). Benzoyl chloride (517 μl; 627 mg; 4.46 mmol) was then added drop-wise, capped and stirred at room temperature. The reaction was monitored via silica gel TLC. Once complete, the reaction mi...